Dataset: the Open Reaction Database (ORD), a public repository of structured organic reaction records. Task: describe an organic reaction: reactants, conditions, products, and yield Starting materials: CO, COC(=O)c1c(C#N)cc(NC2CCCCC2N)nc1Nc1ccc2cn[nH]c2c1. Reaction SMILES: [CH3:31][OH:32].[nH:1]1[n:2][cH:3][c:4]2[cH:5][cH:6][c:7]([NH:10][c:11]3[c:12]([C:13](=[O:14])[O:15][CH3:16])[c:17]([C:29]#[N:30])[cH:18][c:19]([NH:21][CH:22]4[CH:23]([NH2:28])[CH2:24][CH2:25][CH2:26][CH2:27]4)[n:20]3)[cH:8][c:9]12>>[nH:1]1[n:2][cH:3][c:4]2[cH:5][cH:6][c:7]([NH:10][c:11]3[c:12]4[c:17]([cH:18][c:19]([NH:21][CH:22]5[CH:23]([NH2:28])[CH2:24][CH2:25][CH2:26][CH2:27]5)[n:20]3)[CH2:29][NH:30][C:13]4=[O:14])[cH:8][c:9]12. Product: NC1CCCCC1Nc1cc2c(c(Nc3ccc4cn[nH]c4c3)n1)C(=O)NC2.